From a dataset of the Open Reaction Database (ORD), a public repository of structured organic reaction records. describe an organic reaction: reactants, conditions, products, and yield Starting materials: C[Si](C)(C)C#C (Trimethylsilylacetylene), COC(CC1=CN=CC2=CC=C(C=C12)Br)=O ((6-bromo-isoquinolin4-yl)-acetic acid methyl ester). The reagents and catalysts are Cl[Pd]([P](C1=CC=CC=C1)(C2=CC=CC=C2)C3=CC=CC=C3)([P](C4=CC=CC=C4)(C5=CC=CC=C5)C6=CC=CC=C6)Cl ((Ph3P)2PdCl2), [Cu]I (copper(I) iodide). Solvent: CN(C)C=O (DMF), C(C)N(CC)CC (triethylamine), C(C)(=O)OCC (ethyl acetate). Conditions: temperature 45 celsius. The product is COC(CC1=CN=CC2=CC=C(C=C12)C#C[Si](C)(C)C)=O ((6-trimethylsilanylethynyl-isoquinolin-4-yl)-acetic acid methyl ester). RXN SMILES: [CH3:1][Si:2]([C:5]#[CH:6])([CH3:4])[CH3:3].[CH3:7][O:8][C:9](=[O:22])[CH2:10][C:11]1[C:20]2[C:15](=[CH:16][CH:17]=[C:18](Br)[CH:19]=2)[CH:14]=[N:13][CH:12]=1>CN(C=O)C.C(N(CC)CC)C.C(OCC)(=O)C.[Cu]I.Cl[Pd](Cl)([P](C1C=CC=CC=1)(C1C=CC=CC=1)C1C=CC=CC=1)[P](C1C=CC=CC=1)(C1C=CC=CC=1)C1C=CC=CC=1>[CH3:7][O:8][C:9](=[O:22])[CH2:10][C:11]1[C:20]2[C:15](=[CH:16][CH:17]=[C:18]([C:6]#[C:5][Si:2]([CH3:4])([CH3:3])[CH3:1])[CH:19]=2)[CH:14]=[N:13][CH:12]=1 |^1:45,64|. Procedure: Trimethylsilylacetylene (0.17 ml, 1.23 mmol) is added to a suspension of (6-bromo-isoquinolin4-yl)-acetic acid methyl ester (0.325 g, 1.03 mmol) in DMF (1.75 ml) and triethylamine (10 ml), followed by copper(I) iodide (40 mg, 0.20 mmol) and (Ph3P)2PdCl2 (73mg, 0.10 mmol). The reaction is heated at 45° C. for 40 minutes, cooled to ambient temperature and diluted with ethyl acetate. After washing with water and brine, the organic phase is dried over magnesium sulfate, evaporated and purified by fl... Starting materials: BrCC1=C(C=C(C(=O)NC2CCC2)C=C1)Cl (4-bromomethyl-3-chloro-N-cyclobutylbenzamide), C(C)(C)(C)O (tert-butanol), C(C)OC(CC(CC)=O)=O (3-oxopentanoic acid ethyl ester), CC(C)([O-])C.[K+] (potassium tert-butoxide). The solvent is O1CCCC1 (tetrahydrofuran), O1CCCC1 (tetrahydrofuran), O (water). Reaction conditions: temperature 0 celsius, time 45 minute. The product is C(C)OC(C(C(CC)=O)CC1=C(C=C(C=C1)C(NC1CCC1)=O)Cl)=O (2-(2-chloro-4-cyclobutylcarbamoylbenzyl)-3-oxopentanoic Acid Ethyl Ester). As a reaction SMILES: CC(C)([O-])C.[K+].C(O)(C)(C)C.[CH2:12]([O:14][C:15](=[O:21])[CH2:16][C:17](=[O:20])[CH2:18][CH3:19])[CH3:13].Br[CH2:23][C:24]1[CH:36]=[CH:35][C:27]([C:28]([NH:30][CH:31]2[CH2:34][CH2:33][CH2:32]2)=[O:29])=[CH:26][C:25]=1[Cl:37]>O1CCCC1.O>[CH2:12]([O:14][C:15](=[O:21])[CH:16]([CH2:23][C:24]1[CH:36]=[CH:35][C:27]([C:28](=[O:29])[NH:30][CH:31]2[CH2:34][CH2:33][CH2:32]2)=[CH:26][C:25]=1[Cl:37])[C:17](=[O:20])[CH2:18][CH3:19])[CH3:13] |f:0.1|. Procedure details: A suspension of potassium tert-butoxide (0.34 g) in anhydrous tetrahydrofuran (15 mL) at 0° C. was treated with a mixture of tert-butanol (1.0 mL) and 3-oxopentanoic acid ethyl ester (038 mL). The mixture was stirred at 0° C. for 45 minutes and then a solution of 4-bromomethyl-3-chloro-N-cyclobutylbenzamide (0.67 g) in tetrahydrofuran (5.0 mL) was added and the resulting mixture heated at 70° C. for 24 hours. The mixture was cooled to room temperature, diluted with water and the tetrahydrofuran ... Starting materials: N1=CC=CC=C1 (pyridine), NC1=C(C=CC(=C1)OC)O (2-amino-4-methoxyphenol), CS(=O)(=O)Cl (methanesulfonyl chloride). The solvent is C(Cl)Cl (methylene chloride). Reaction conditions: temperature 5 celsius, time 1 hour. Product: COC1=CC(=C(C=C1)O)NS(=O)(=O)C (4-methoxy-2-methylsulfonylaminophenol). Yield: 92.2%. Reaction SMILES: [NH2:1][C:2]1[CH:7]=[C:6]([O:8][CH3:9])[CH:5]=[CH:4][C:3]=1[OH:10].N1C=CC=CC=1.[CH3:17][S:18](Cl)(=[O:20])=[O:19]>C(Cl)Cl>[CH3:9][O:8][C:6]1[CH:5]=[CH:4][C:3]([OH:10])=[C:2]([NH:1][S:18]([CH3:17])(=[O:20])=[O:19])[CH:7]=1. Reported procedure: 10 g of 2-amino-4-methoxyphenol was dissolved in 100 ml of methylene chloride. 17 ml of pyridine was added thereto and the mixture was cooled to 5° C. Then, 9.1 g of methanesulfonyl chloride was added dropwise in 10 minutes and stirring gas conducted for 1 hour at 5°-10° C. The solvent was removed by distillation under reduced pressure. To the residue were added 100 ml of ethyl acetate and 50 ml of water. The mixture was adjusted to pH 2 with 4N hydrochloric acid. The organic layer was separated... The reactants are BrC=1C=C2C(=NNC2=CC1)C=1N=NN(C1)C1=CC=C(C(=O)N2CCC(CC2)N(C)C)C=C1 (1-{4-[4-(5-bromo-1H-indazol-3-yl)-1H-1,2,3-triazol-1-yl]benzoyl}-N,N-dimethylpiperidin-4-amine), BrC=1C=C2C(=NNC2=CC1)C=1N=NN(C1)C1=CC=C(C(=O)N2CCC(CC2)N(C)C)C=C1 (1-{4-[4-(5-bromo-1H-indazol-3-yl)-1H-1,2,3-triazol-1-yl]benzoyl}-N,N-dimethylpiperidin-4-amine), PdCl2dppf, C([O-])([O-])=O.[K+].[K+] (potassium carbonate). Run in O1CCOCC1 (dioxane), O (water). Reaction conditions: temperature 80 celsius. The product is CN(C1CCN(CC1)C(C1=CC=C(C=C1)N1N=NC(=C1)C1=NNC2=CC=C(C=C12)C=C(C)C)=O)C (N,N-dimethyl-1-(4-{4-[5-(2-methylprop-1-en-1-yl)-1H-indazol-3-yl]-1H-1,2,3-triazol-1-yl}benzoyl)piperidin-4-amine). Isolated yield 90.5%. RXN SMILES: Br[C:2]1[CH:3]=[C:4]2[C:8](=[CH:9][CH:10]=1)[NH:7][N:6]=[C:5]2[C:11]1[N:12]=[N:13][N:14]([C:16]2[CH:32]=[CH:31][C:19]([C:20]([N:22]3[CH2:27][CH2:26][CH:25]([N:28]([CH3:30])[CH3:29])[CH2:24][CH2:23]3)=[O:21])=[CH:18][CH:17]=2)[CH:15]=1.C(=O)([O-])[O-].[K+].[K+]>O1CCOCC1.O>[CH3:30][N:28]([CH3:29])[CH:25]1[CH2:26][CH2:27][N:22]([C:20](=[O:21])[C:19]2[CH:31]=[CH:32][C:16]([N:14]3[CH:15]=[C:11]([C:5]4[C:4]5[C:8](=[CH:9][CH:10]=[C:2]([CH:3]=[C:4]([CH3:8])[CH3:5])[CH:3]=5)[NH:7][N:6]=4)[N:12]=[N:13]3)=[CH:17][CH:18]=2)[CH2:23][CH2:24]1 |f:1.2.3|. Reported procedure: A mixture of 1-{4-[4-(5-bromo-1H-indazol-3-yl)-1H-1,2,3-triazol-1-yl]benzoyl}-N,N-dimethylpiperidin-4-amine (160 mg; 0.32 mmol; 1.0 eq.), 1-{4-[4-(5-bromo-1H-indazol-3-yl)-1H-1,2,3-triazol-1-yl]benzoyl}-N,N-dimethylpiperidin-4-amine (160 mg; 0.32 mmol; 1.0 eq.), PdCl2dppf (24 mg; 0.03 mmol; 0.1 eq.) and potassium carbonate (224 mg; 1.62 mmol; 5.0 eq.) in dioxane (1 mL) and water (1 mL) was heated at 80° C. O/N in a sealed tube. The reaction mixture was then filtered through a celite pad and filt...